This data is from the Open Reaction Database (ORD), a public repository of structured organic reaction records. The task is: describe an organic reaction: reactants, conditions, products, and yield The reactants are C(C1=CC=CC=C1)(C1=CC=CC=C1)N1C(=NC=C1C(=O)OC)S (1-benzhydryl-2-mercapto-5-methoxycarbonyl-imidazole), O (water), [OH-].[Na+] (sodium hydroxide), CI (methyl iodide). Solvent: C(Cl)Cl (methylene chloride), CO (methanol). Conditions: time 30 minute. Product: C(C1=CC=CC=C1)(C1=CC=CC=C1)N1C(=NC=C1C(=O)OC)SC (1-benzhydryl-5-methoxycarbonyl-2-methylthio-imidazole). Reaction SMILES: [CH:1]([N:14]1[C:18]([C:19]([O:21][CH3:22])=[O:20])=[CH:17][N:16]=[C:15]1[SH:23])([C:8]1[CH:13]=[CH:12][CH:11]=[CH:10][CH:9]=1)[C:2]1[CH:7]=[CH:6][CH:5]=[CH:4][CH:3]=1.O.[OH-].[Na+].[CH3:27]I>C(Cl)Cl.CO>[CH:1]([N:14]1[C:18]([C:19]([O:21][CH3:22])=[O:20])=[CH:17][N:16]=[C:15]1[S:23][CH3:27])([C:2]1[CH:7]=[CH:6][CH:5]=[CH:4][CH:3]=1)[C:8]1[CH:9]=[CH:10][CH:11]=[CH:12][CH:13]=1 |f:2.3|. Procedure: 3.2 g (0.01 mol) of 1-benzhydryl-2-mercapto-5-methoxycarbonyl-imidazole (Example 1a) were introduced into a mixture of 30 cc of water, 15 cc of methanol, 15 cc of methylene chloride, 10 cc of 2 N sodium hydroxide solution and 1.3 cc of methyl iodide. Stirring was continued for 30 minutes. During this time the temperature of the reaction mixture rose to 39° C. After cooling, 3 g (90% of the theory) of 1-benzhydryl-5-methoxycarbonyl-2-methylthio-imidazole, m.p. 118° C. were isolated from the organ... Starting materials: CN(C1=CC(=[N+](C=C1)[O-])C)C (4-dimethylamino-2-methylpyridine N-oxide). The reagents and catalysts are [Ni] (Raney-nickel). Solvent: CC(C)O (2-propanol). The product is CN(C1=CC(=NC=C1)C)C (4-dimethylamino-2-methylpyridine). Yield: 90.3%. As a reaction SMILES: [CH3:1][N:2]([CH3:11])[C:3]1[CH:8]=[CH:7][N+:6]([O-])=[C:5]([CH3:10])[CH:4]=1>CC(O)C.[Ni]>[CH3:1][N:2]([CH3:11])[C:3]1[CH:8]=[CH:7][N:6]=[C:5]([CH3:10])[CH:4]=1. Procedure: A suspension of 4-dimethylamino-2-methylpyridine N-oxide (1.67 g) in 2-propanol (15 ml) was hydrogenated over Raney-nickel (50% suspension in water, 1 ml) under a hydrogen atmosphere for 3 hours. The catalyst was filtered off, and the filtrate was evaporated under reduced pressure to give 4-dimethylamino-2-methylpyridine (1.35 g). The reactants are ClCC1=C(C=C(C=C1)N1C(N(C(C1(C)C)=O)C1=CC(=C(C#N)C=C1)C(F)(F)F)=S)F (4-(3-(4-(chloromethyl)-3-fluorophenyl)-4,4-dimethyl-5-oxo-2-thioxoimidazolidin-1-yl)-2-(trifluoromethyl)benzonitrile), CNC1CCCCC1 (N-methylcyclohexanamine). Solvent: C1(=CC=CC=C1)C (toluene). The product is C1(CCCCC1)N(C)CC1=C(C=C(C=C1)N1C(N(C(C1(C)C)=O)C1=CC(=C(C#N)C=C1)C(F)(F)F)=S)F (4-(3-(4-((cyclohexyl(methyl)amino)methyl)-3-fluorophenyl)-4,4-dimethyl-5-oxo-2-thioxoimidazolidin-1-yl)-2-(trifluoromethyl)benzonitrile). Isolated yield 16.4%. As a reaction SMILES: Cl[CH2:2][C:3]1[CH:8]=[CH:7][C:6]([N:9]2[C:13]([CH3:15])([CH3:14])[C:12](=[O:16])[N:11]([C:17]3[CH:24]=[CH:23][C:20]([C:21]#[N:22])=[C:19]([C:25]([F:28])([F:27])[F:26])[CH:18]=3)[C:10]2=[S:29])=[CH:5][C:4]=1[F:30].[CH3:31][NH:32][CH:33]1[CH2:38][CH2:37][CH2:36][CH2:35][CH2:34]1>C1(C)C=CC=CC=1>[CH:33]1([N:32]([CH2:2][C:3]2[CH:8]=[CH:7][C:6]([N:9]3[C:13]([CH3:15])([CH3:14])[C:12](=[O:16])[N:11]([C:17]4[CH:24]=[CH:23][C:20]([C:21]#[N:22])=[C:19]([C:25]([F:28])([F:27])[F:26])[CH:18]=4)[C:10]3=[S:29])=[CH:5][C:4]=2[F:30])[CH3:31])[CH2:38][CH2:37][CH2:36][CH2:35][CH2:34]1. Reported procedure: Compound 4 was prepared according to General Method 2. A solution of 4-(3-(4-(chloromethyl)-3-fluorophenyl)-4,4-dimethyl-5-oxo-2-thioxoimidazolidin-1-yl)-2-(trifluoromethyl)benzonitrile (40 mg, 0.08 mmol) and N-methylcyclohexanamine (30 mg, 0.24 mmol) in toluene 5 mL was refluxed for 12 h. The solvent was removed and residue was purified by silica gel chromatography (eluant: 60% ethyl acetate in hexane) to obtain 7 mg of desired product as brown viscous oil, HPLC, Column: YMC ODS AQ, 4.6×250 mm,...